This data is from the Open Reaction Database (ORD), a public repository of structured organic reaction records. The task is: describe an organic reaction: reactants, conditions, products, and yield The reactants are CC(=O)O, CN(C)C=O, ClC(Cl)Cl, O=C1c2ccccc2COc2ccccc21, O=P(Cl)(Cl)Cl, c1ccccc1. Product: CC(=O)Cl, O=C1c2ccccc2COc2ccccc21. Reaction SMILES: [C:1]([CH3:2])(=[O:3])[OH:4].[CH3:36][N:37]([CH3:38])[CH:39]=[O:40].[CH:26]([Cl:27])([Cl:28])[Cl:29].[O:5]=[C:6]1[c:7]2[c:8]([cH:17][cH:18][cH:19][cH:20]2)[O:9][CH2:10][c:11]2[c:12]1[cH:13][cH:14][cH:15][cH:16]2.[P:21]([Cl:22])([Cl:23])([Cl:24])=[O:25].[cH:30]1[cH:31][cH:32][cH:33][cH:34][cH:35]1>>[C:1]([CH3:2])(=[O:4])[Cl:23].[O:5]=[C:6]1[c:7]2[c:8]([cH:17][cH:18][cH:19][cH:20]2)[O:9][CH2:10][c:11]2[c:12]1[cH:13][cH:14][cH:15][cH:16]2.